Dataset: the Open Reaction Database (ORD), a public repository of structured organic reaction records. Task: describe an organic reaction: reactants, conditions, products, and yield Reactants: Br (HBr), C(C1=CC=CC=C1)OC1=C(N(C(=C1OCC1=CC=CC=C1)C(N(C)C)=O)C1=CC=C(C=C1)OC)C(=O)OCC (Ethyl 3,4-bis(benzyloxy)-5-(dimethylcarbamoyl)-1-(4-methoxyphenyl)-1H-pyrrole-2-carboxylate), Br (HBr). Run in C(Cl)Cl (DCM), CC(=O)O (AcOH), C(Cl)Cl (DCM). Reaction conditions: time 16 hour. Product: C(C1=CC=CC=C1)OC=1C(=C(N(C1C(N(C)C)=O)C1=CC=C(C=C1)OC)C(=O)OCC)O (Ethyl 4-(benzyloxy)-5-(dimethylcarbamoyl)-3-hydroxy-1-(4-methoxyphenyl)-1H-pyrrole-2-carboxylate). Yield: 63.2%. Reaction SMILES: Br.C([O:9][C:10]1[C:14]([O:15][CH2:16][C:17]2[CH:22]=[CH:21][CH:20]=[CH:19][CH:18]=2)=[C:13]([C:23](=[O:27])[N:24]([CH3:26])[CH3:25])[N:12]([C:28]2[CH:33]=[CH:32][C:31]([O:34][CH3:35])=[CH:30][CH:29]=2)[C:11]=1[C:36]([O:38][CH2:39][CH3:40])=[O:37])C1C=CC=CC=1>CC(O)=O.C(Cl)Cl>[CH2:16]([O:15][C:14]1[C:10]([OH:9])=[C:11]([C:36]([O:38][CH2:39][CH3:40])=[O:37])[N:12]([C:28]2[CH:29]=[CH:30][C:31]([O:34][CH3:35])=[CH:32][CH:33]=2)[C:13]=1[C:23](=[O:27])[N:24]([CH3:26])[CH3:25])[C:17]1[CH:22]=[CH:21][CH:20]=[CH:19][CH:18]=1. Reported procedure: HBr (33% in AcOH, 970 μL, 5.34 mmol) was added to a stirred solution of ethyl 3,4-bis(benzyloxy)-5-(dimethylcarbamoyl)-1-(4-methoxyphenyl)-1H-pyrrole-2-carboxylate (6) (2.82 g, 5.34 mmol) in AcOH (40 mL) and the reaction was allowed to stir for 16 h at RT. The reaction mixture was diluted with DCM (100 mL), washed with water (100 mL), brine (2×100 mL), the organic layer was dried (MgSO4), filtered and concentrated in vacuo. The residue was redissolved in AcOH (40 mL) and HBr (33% in AcOH, 970 μL... The reactants are COC(=O)C(O)CNC(=O)c1ccc(C(Oc2cc(C)c(-c3ccc(C(C)C)cc3)c(C)c2)C(C)C)cc1, CO, [Na+], [OH-]. Product: Cc1cc(OC(c2ccc(C(=O)NCC(O)C(=O)O)cc2)C(C)C)cc(C)c1-c1ccc(C(C)C)cc1. As a reaction SMILES: [CH3:1][O:2][C:3]([CH:4]([CH2:5][NH:6][C:7]([c:8]1[cH:9][cH:10][c:11]([CH:14]([CH:15]([CH3:16])[CH3:17])[O:18][c:19]2[cH:20][c:21]([CH3:35])[c:22](-[c:26]3[cH:27][cH:28][c:29]([CH:32]([CH3:33])[CH3:34])[cH:30][cH:31]3)[c:23]([CH3:25])[cH:24]2)[cH:12][cH:13]1)=[O:36])[OH:37])=[O:38].[CH3:41][OH:42].[Na+:40].[OH-:39]>>[O:2]=[C:3]([CH:4]([CH2:5][NH:6][C:7]([c:8]1[cH:9][cH:10][c:11]([CH:14]([CH:15]([CH3:16])[CH3:17])[O:18][c:19]2[cH:20][c:21]([CH3:35])[c:22](-[c:26]3[cH:27][cH:28][c:29]([CH:32]([CH3:33])[CH3:34])[cH:30][cH:31]3)[c:23]([CH3:25])[cH:24]2)[cH:12][cH:13]1)=[O:36])[OH:37])[OH:38].